Dataset: the Open Reaction Database (ORD), a public repository of structured organic reaction records. Task: describe an organic reaction: reactants, conditions, products, and yield The reactants are C(C)(C)NC(C)C (diisopropylamine), C(OC)(OC)=O (dimethyl carbonate), [Li]CCCC (n-BuLi), BrC1=CC(=C(C(=O)O)C=C1)C (4-bromo-2-methylbenzoic acid). Solvent: C1CCOC1 (THF), C1CCOC1 (THF). Run at temperature 0 celsius, time 5 minute. The product is BrC1=CC(=C(C(=O)O)C=C1)CC(=O)O (4-bromo-2-(carboxymethyl)benzoic acid). Isolated yield 93.8%. Reaction SMILES: C(NC(C)C)(C)C.[Li]CCCC.[Br:13][C:14]1[CH:22]=[CH:21][C:17]([C:18]([OH:20])=[O:19])=[C:16]([CH3:23])[CH:15]=1.[C:24](=O)([O:27]C)[O:25]C>C1COCC1>[Br:13][C:14]1[CH:22]=[CH:21][C:17]([C:18]([OH:20])=[O:19])=[C:16]([CH2:23][C:24]([OH:27])=[O:25])[CH:15]=1. Procedure: To a solution of diisopropylamine (13.26 mL, 93 mmol, 4.0 equiv.) in THF (50 mL) was slowly added n-BuLi (37.2 mL, 93 mmol, 4.0 equiv.) at −78° C. The mixture was allowed to warm to 0° C. and stirred at that temperature for 5 min. The reaction was cooled back to −78° C. and to this mixture was slowly added 4-bromo-2-methylbenzoic acid (5.0 g, 23.25 mmol) and dimethyl carbonate (3.91 mL, 46.5 mmol, 2.0 equiv.) in THF (50 mL) and the mixture was stirred at −78° C. for 5 min. The dry ice bath was r... Starting materials: CN(C1=CC=CC=C1)C (dimethylaniline), ClC(Cl)(OC(OC(Cl)(Cl)Cl)=O)Cl (triphosgene), C1CCOC1 (THF), [N+](=O)([O-])C=1C=C(C=CC1)O (3-Nitrophenol), C1CCOC1 (THF). Product: C(C#C)C1CCN(CC1)C(=O)OC1=CC(=CC=C1)[N+](=O)[O-] (3-Nitrophenyl 4-(prop-2-ynyl)piperidine-1-carboxylate). RXN SMILES: [N+:1]([C:4]1[CH:5]=[C:6]([OH:10])[CH:7]=[CH:8][CH:9]=1)([O-:3])=[O:2].C[N:12]([CH3:19])[C:13]1[CH:18]=[CH:17][CH:16]=[CH:15][CH:14]=1.ClC(Cl)(O[C:24](=[O:30])OC(Cl)(Cl)Cl)Cl.[CH2:32]1COCC1>>[CH2:16]([CH:17]1[CH2:18][CH2:13][N:12]([C:24]([O:10][C:6]2[CH:7]=[CH:8][CH:9]=[C:4]([N+:1]([O-:3])=[O:2])[CH:5]=2)=[O:30])[CH2:19][CH2:32]1)[C:15]#[CH:14]. Procedure details: 3-Nitrophenol (4.12 g, 29.6 mmol) was added as a solution in THF and dimethylaniline to a mixture of triphosgene (2.849 g, 9.6 mmol) in THF according to general procedure 3. Yield=5.53 g, 86%. m/z MH+=289.18. HPLC rt=11.78 min.